From a dataset of the Open Reaction Database (ORD), a public repository of structured organic reaction records. describe an organic reaction: reactants, conditions, products, and yield The reactants are CC(C1=CC(=CC2=C1OC(=CC2=O)N3CCOCC3)C(=O)N(C)C)N, C1=C(C=C(C(=C1F)F)Br)F. The reagents and catalysts are C(=O)([O-])[O-].[Cs+].[Cs+], CC1(C2=C(C(=CC=C2)P(C3=CC=CC=C3)C4=CC=CC=C4)OC5=C1C=CC=C5P(C6=CC=CC=C6)C7=CC=CC=C7)C, C1=CC=C(C=C1)/C=C/C(=O)/C=C/C2=CC=CC=C2.C1=CC=C(C=C1)/C=C/C(=O)/C=C/C2=CC=CC=C2.C1=CC=C(C=C1)/C=C/C(=O)/C=C/C2=CC=CC=C2.[Pd].[Pd]. The solvent is C1COCCO1. Run at temperature 90 celsius. Yields the product CC(C1=CC(=CC2=C1OC(=CC2=O)N3CCOCC3)C(=O)N(C)C)NC4=C(C(=CC(=C4)F)F)F. Yield: 83.0%. Reported procedure: To a mixture of 8-(1-aminoethyl)-N,N-dimethyl-2-morpholino-4-oxo-4H-chromene-6-carboxamide (350 mg, 1.01 mmol), cesium carbonate (1288 mg, 3.95 mmol), (9,9-dimethyl-9H-xanthene-4,5-diyl)bis(diphenylphosphine) (147 mg, 0.25 mmol) and 1-bromo-2,3,5-trifluorobenzene (470 mg, 2.23 mmol) in degassed 1,4-dioxane (2.2ml), was added TRIS(DIBENZYLIDENEACETONE)DIPALLADIUM (69.6 mg, 0.08 mmol). The suspension was heated in a sealed container up to 85-95°C for 24 hours. The reaction mixture was filtered thr...